From a dataset of the Open Reaction Database (ORD), a public repository of structured organic reaction records. describe an organic reaction: reactants, conditions, products, and yield The reactants are COC=1C=CC(=C(C1O)O)C(=O)C=2C=C(C(=C(C2)OC)OC)OC (hydroxyphenstatin). Run in CO (methanol). Yields the product COCOC1=C(C=CC(=C1OCOC)OC)C(C1=CC(=C(C(=C1)OC)OC)OC)=O (2′,3′-Bis(methoxymethyloxy)-3,4,4′,5-tetramethoxybenzophenone). Reaction SMILES: [CH3:1][O:2][C:3]1[CH:4]=[CH:5][C:6]([C:11]([C:13]2[CH:14]=[C:15]([O:23][CH3:24])[C:16]([O:21][CH3:22])=[C:17]([O:19][CH3:20])[CH:18]=2)=[O:12])=[C:7]([OH:10])[C:8]=1[OH:9]>CO>[CH3:1][O:2][CH2:3][O:10][C:7]1[C:8]([O:9][CH2:17][O:19][CH3:20])=[C:3]([O:2][CH3:1])[CH:4]=[CH:5][C:6]=1[C:11](=[O:12])[C:13]1[CH:14]=[C:15]([O:23][CH3:24])[C:16]([O:21][CH3:22])=[C:17]([O:19][CH3:20])[CH:18]=1. Procedure: X-Ray Crystal Structure Determination of Hydroxyphenstatin (6a). A thick, plate-shaped X-ray sample (˜0.38×0.36×0.08 mm), grown from methanol solution, was mounted on the tip of a glass fiber with Super-Glue. Data collection was performed at 301±1° K. Accurate cell dimensions were determined by least-squares fitting of 25 carefully centered reflections in the range of 35°<è<40° using Cu Ká radiation. Reactants: ClC1=C([N+](=C(C=C1)COC)[O-])C(=O)OC (methyl 3-chloro-6-(methoxymethyl)pyridine-2-carboxylate 1-oxide), P(=O)(Cl)(Cl)Cl (phosphorus oxychloride). Run in C(C)#N (acetonitrile). Product: ClC=1C(=NC(=CC1Cl)COC)C(=O)OC (methyl 3,4-dichloro-6-(methoxymethyl)pyridine-2-carboxylate). The yield is 98.3%. RXN SMILES: [Cl:1][C:2]1[CH:7]=[CH:6][C:5]([CH2:8][O:9][CH3:10])=[N+:4]([O-])[C:3]=1[C:12]([O:14][CH3:15])=[O:13].P(Cl)(Cl)([Cl:18])=O>C(#N)C>[Cl:1][C:2]1[C:3]([C:12]([O:14][CH3:15])=[O:13])=[N:4][C:5]([CH2:8][O:9][CH3:10])=[CH:6][C:7]=1[Cl:18]. Reported procedure: To a solution of methyl 3-chloro-6-(methoxymethyl)pyridine-2-carboxylate 1-oxide (1.64 g, 7.08 mmol) in acetonitrile (28 mL) was added phosphorus oxychloride (1.32 mL, 14.16 mmol) and the mixture stirred at reflux for 4 hours. After cooling to room temperature the mixture was concentrated to dryness in vacuo. The residue was diluted with ethyl ether and carefully washed with saturated NaHCO3 solution. The organic layer was separated and the aqueous layer was extracted with ethyl ether. After the... Reactants: C(OC(C)Cl)(OCCCCCC)=O (1-Chloroethyl hexyl carbonate), C(C)(=O)NC=1C(=C(C(=C(C1I)C(=O)[O-])I)N(C)C(C)=O)I.[K+] (potassium 5-(N-acetylamino)-3-(N-acetyl-N-methylamino)-2,4,6-triiodobenzenecarboxylate), [I-].[Na+] (sodium iodide). Run in CN(C)C=O (DMF). Run at temperature 60 celsius, time 18 hour. Product: C(C)(=O)NC=1C(=C(C(=C(C1I)C(=O)OC(C)OC(=O)OCCCCCC)I)N(C)C(C)=O)I (1-(Hexyloxycarbonyloxy)ethyl 5-(N-acetylamino)-3-(N-acetyl-N-methylamino)-2,4,6-triiodobenzenecarboxylate). Reaction SMILES: [C:1](=[O:13])([O:6][CH2:7][CH2:8][CH2:9][CH2:10][CH2:11][CH3:12])[O:2][CH:3](Cl)[CH3:4].[C:14]([NH:17][C:18]1[C:19]([I:34])=[C:20]([N:29]([C:31](=[O:33])[CH3:32])[CH3:30])[C:21]([I:28])=[C:22]([C:25]([O-:27])=[O:26])[C:23]=1[I:24])(=[O:16])[CH3:15].[K+].[I-].[Na+]>CN(C=O)C>[C:14]([NH:17][C:18]1[C:19]([I:34])=[C:20]([N:29]([C:31](=[O:33])[CH3:32])[CH3:30])[C:21]([I:28])=[C:22]([C:25]([O:27][CH:3]([O:2][C:1]([O:6][CH2:7][CH2:8][CH2:9][CH2:10][CH2:11][CH3:12])=[O:13])[CH3:4])=[O:26])[C:23]=1[I:24])(=[O:16])[CH3:15] |f:1.2,3.4|. Procedure details: 1-Chloroethyl hexyl carbonate (0.47 g, 2.3 mmol) was added at room temperature to a solution of potassium 5-(N-acetylamino)-3-(N-acetyl-N-methylamino)-2,4,6-triiodobenzenecarboxylate (1.51 g, 2.3 mmol) and sodium iodide (0.036 g, 0.24 mmol) in dry DMF (12 ml). After stirring at 60° C. for 3 hours and at room temperature for 18 hours the solvent was removed at reduced pressure. The residue was suspended in chloroform (20 ml) and washed three times with a saturated sodium hydrogen carbonate soluti... Starting materials: C(C)(=O)OCC (ethyl acetate), BrC1=NC=CC=C1OC (2-Bromo-3-methoxypyridine), C(#N)C=1C=C(C=CC1)O (3-cyanophenol), C([O-])([O-])=O.[K+].[K+] (potassium carbonate), cuprous bromide. The solvent is CN(C)C=O (DMF). Reaction conditions: temperature 140 celsius. The product is C(#N)C=1C=C(OC2=NC=CC=C2OC)C=CC1 (2-(3-cyanophenoxy)-3-methoxypyridine). Isolated yield 72.2%. As a reaction SMILES: Br[C:2]1[C:7]([O:8][CH3:9])=[CH:6][CH:5]=[CH:4][N:3]=1.[C:10]([C:12]1[CH:13]=[C:14]([OH:18])[CH:15]=[CH:16][CH:17]=1)#[N:11].C(=O)([O-])[O-].[K+].[K+].C(OCC)(=O)C>CN(C=O)C>[C:10]([C:12]1[CH:13]=[C:14]([CH:15]=[CH:16][CH:17]=1)[O:18][C:2]1[C:7]([O:8][CH3:9])=[CH:6][CH:5]=[CH:4][N:3]=1)#[N:11] |f:2.3.4|. Reported procedure: 2-Bromo-3-methoxypyridine (15 g, 68 mmol) and 3-cyanophenol (8.9 g, 75 mmol) are dissolved in DMF (150 ml), and thereto are added potassium carbonate (28 g, 0.2 mol) and cuprous bromide (10.7 g, 75 mmol), and the mixture is heated under reflux at 140° C. for 1.5 hours. After being allowed to cool, to the reaction solution is added ethyl acetate (1000 ml), and the mixture is washed with a saturated brine (200 ml×2), dried over anhydrous magnesium sulfate, and concentrated under reduced pressure. ... Reactants: C1CCOC1, [Li]CCCC, CCOC(=O)c1ccc(C=Cc2ccc3c(c2)C(OS(=O)(=O)C(F)(F)F)=CCC3(C)C)cc1, [Cl-], [Cl-], [Cl-], [NH4+], [Zn+2], c1cscn1, c1ccc(P(c2ccccc2)(c2ccccc2)[Pd](P(c2ccccc2)(c2ccccc2)c2ccccc2)(P(c2ccccc2)(c2ccccc2)c2ccccc2)P(c2ccccc2)(c2ccccc2)c2ccccc2)cc1. The product is CCOC(=O)c1ccc(C=Cc2ccc3c(c2)C(c2nccs2)=CCC3(C)C)cc1. As a reaction SMILES: [CH2:46]1[O:47][CH2:48][CH2:49][CH2:50]1.[CH2:6]([Li:7])[CH2:8][CH2:9][CH3:10].[CH3:11][C:12]1([CH3:43])[c:13]2[cH:14][cH:15][c:16]([CH:30]=[CH:31][c:32]3[cH:33][cH:34][c:35]([C:36](=[O:37])[O:38][CH2:39][CH3:40])[cH:41][cH:42]3)[cH:17][c:18]2[C:19]([O:22][S:23]([C:24]([F:25])([F:26])[F:27])(=[O:28])=[O:29])=[CH:20][CH2:21]1.[Cl-:44].[Cl-:51].[Cl-:53].[NH4+:45].[Zn+2:52].[cH:1]1[cH:2][s:3][cH:4][n:5]1.[cH:54]1[cH:55][cH:56][c:57]([P:58]([Pd:59]([P:60]([c:61]2[cH:62][cH:63][cH:64][cH:65][cH:66]2)([c:67]2[cH:68][cH:69][cH:70][cH:71][cH:72]2)[c:73]2[cH:74][cH:75][cH:76][cH:77][cH:78]2)([P:79]([c:80]2[cH:81][cH:82][cH:83][cH:84][cH:85]2)([c:86]2[cH:87][cH:88][cH:89][cH:90][cH:91]2)[c:92]2[cH:93][cH:94][cH:95][cH:96][cH:97]2)[P:98]([c:99]2[cH:100][cH:101][cH:102][cH:103][cH:104]2)([c:105]2[cH:106][cH:107][cH:108][cH:109][cH:110]2)[c:111]2[cH:112][cH:113][cH:114][cH:115][cH:116]2)([c:117]2[cH:118][cH:119][cH:120][cH:121][cH:122]2)[c:123]2[cH:124][cH:125][cH:126][cH:127][cH:128]2)[cH:129][cH:130]1>>[cH:1]1[cH:2][s:3][c:4]([C:19]2=[CH:20][CH2:21][C:12]([CH3:11])([CH3:43])[c:13]3[cH:14][cH:15][c:16]([CH:30]=[CH:31][c:32]4[cH:33][cH:34][c:35]([C:36](=[O:37])[O:38][CH2:39][CH3:40])[cH:41][cH:42]4)[cH:17][c:18]32)[n:5]1. Reactants: O=C(O)c1ccc2c(c1)S(=O)(=O)c1ccccc1S2, OO. Product: O=C(O)c1ccc2c(c1)S(=O)(=O)c1ccccc1S2=O. Reaction SMILES: [C:1](=[O:2])([OH:3])[c:4]1[cH:5][cH:6][c:7]2[c:16]([cH:17]1)[S:15](=[O:18])(=[O:19])[c:14]1[c:9]([cH:10][cH:11][cH:12][cH:13]1)[S:8]2.[OH:20][OH:21]>>[C:1](=[O:2])([OH:3])[c:4]1[cH:5][cH:6][c:7]2[c:16]([cH:17]1)[S:15](=[O:18])(=[O:19])[c:14]1[c:9]([cH:10][cH:11][cH:12][cH:13]1)[S:8]2=[O:20]. Starting materials: [Li]CCCC, C1CCOC1, CN(C)CCN(C)C, Fc1cc(OCc2ccccc2F)ccc1Br, COC(=O)C1CCC(=O)N1C(=O)OC(C)(C)C. Yields the product COC(=O)C(CCC(=O)c1ccc(OCc2ccccc2F)cc1F)NC(=O)OC(C)(C)C. As a reaction SMILES: [CH2:26]([Li:27])[CH2:28][CH2:29][CH3:30].[CH2:48]1[O:49][CH2:50][CH2:51][CH2:52]1.[CH3:18][N:19]([CH3:20])[CH2:21][CH2:22][N:23]([CH3:24])[CH3:25].[F:1][c:2]1[c:3]([CH2:8][O:9][c:10]2[cH:11][c:12]([F:17])[c:13]([Br:16])[cH:14][cH:15]2)[cH:4][cH:5][cH:6][cH:7]1.[O:31]=[C:32]1[CH2:33][CH2:34][CH:35]([C:44](=[O:45])[O:46][CH3:47])[N:36]1[C:37](=[O:38])[O:39][C:40]([CH3:41])([CH3:42])[CH3:43]>>[F:1][c:2]1[c:3]([CH2:8][O:9][c:10]2[cH:11][c:12]([F:17])[c:13]([C:32](=[O:31])[CH2:33][CH2:34][CH:35]([NH:36][C:37](=[O:38])[O:39][C:40]([CH3:41])([CH3:42])[CH3:43])[C:44](=[O:45])[O:46][CH3:47])[cH:14][cH:15]2)[cH:4][cH:5][cH:6][cH:7]1. Starting materials: Cl (HCl), CC1=CC=C(CN(C2=C(C=CC=C2Cl)Cl)C2=C(C=CC=C2)CC(=O)OC)C=C1 (methyl N-(p-methylbenzyl)-o-(2,6-dichloroanilino)phenylacetate), C1=CC=CC=C1 (benzene), [OH-].[Na+] (sodium hydroxide). Run in CCOCC (ether), O (water), C(C)O (ethanol). The product is CC1=CC=C(CN(C2=C(C=CC=C2Cl)Cl)C2=C(C=CC=C2)CC(=O)O)C=C1 (N-(p-methylbenzyl)-o-(2,6-dichloroanilino)phenylacetic acid). Isolated yield 81.8%. Reaction SMILES: [CH3:1][C:2]1[CH:28]=[CH:27][C:5]([CH2:6][N:7]([C:16]2[CH:21]=[CH:20][CH:19]=[CH:18][C:17]=2[CH2:22][C:23]([O:25]C)=[O:24])[C:8]2[C:13]([Cl:14])=[CH:12][CH:11]=[CH:10][C:9]=2[Cl:15])=[CH:4][CH:3]=1.C1C=CC=CC=1.[OH-].[Na+].Cl>CCOCC.O.C(O)C>[CH3:1][C:2]1[CH:3]=[CH:4][C:5]([CH2:6][N:7]([C:16]2[CH:21]=[CH:20][CH:19]=[CH:18][C:17]=2[CH2:22][C:23]([OH:25])=[O:24])[C:8]2[C:13]([Cl:14])=[CH:12][CH:11]=[CH:10][C:9]=2[Cl:15])=[CH:27][CH:28]=1 |f:2.3|. Procedure: The mixture of 4.3 g of methyl N-(p-methylbenzyl)-o-(2,6-dichloroanilino)phenylacetate, 8 ml of benzene, 5 ml of ethanol, 8 ml of water and 2.5 g of 98% sodium hydroxide was refluxed for 8 hours under thoroughly stirring. After cooling the reaction mixture, 10% HCl aq. sol. was added to adjust pH 2 to 3 and 30 ml of ether was added and the ether phase was separated. The ether solution was dried over anhydrous sodium sulfate and the solvent was distilled off and the residue was recrystallized fro... Run in O1CCCC1 (tetrahydrofuran), CS(=O)C (dimethylsulfoxide). The product is CS(=O)(=O)N1C(CCC1)C1OC1 (1-(Methylsulfonyl)-2-(oxiran-2-yl)pyrrolidine). Procedure: Anhydrous dimethylsulfoxide (0.750 mL) was added to trimethylsulfoxonium iodide (0.187 g, 0.85 mmol) and sodium hydride (60% mineral oil dispersion, 0.034 g, 0.85 mmol), and the resulting suspension was stirred for 1 hour. To the stirring solution was added 1-(methylsulfonyl)pyrrolidine-2-carbaldehyde (0.100 g, 0.56 mmol) in anhydrous tetrahydrofuran (1 mL) and the mixture was stirred for 2 hours at room temperature. Saturated aqueous sodium chloride (3 mL) was added, and the mixture was extract... Starting materials: [Cl-].[Na+] (sodium chloride), CS(=O)(=O)N1C(CCC1)C=O (1-(methylsulfonyl)pyrrolidine-2-carbaldehyde), [I-].C[S+](=O)(C)C (trimethylsulfoxonium iodide), [H-].[Na+] (sodium hydride). Reaction conditions: time 1 hour. As a reaction SMILES: [I-].[CH3:2][S+](C)(C)=O.[H-].[Na+].[CH3:9][S:10]([N:13]1[CH2:17][CH2:16][CH2:15][CH:14]1[CH:18]=[O:19])(=[O:12])=[O:11].[Cl-].[Na+]>O1CCCC1.CS(C)=O>[CH3:9][S:10]([N:13]1[CH2:17][CH2:16][CH2:15][CH:14]1[CH:18]1[CH2:2][O:19]1)(=[O:12])=[O:11] |f:0.1,2.3,5.6|.